This data is from the Open Reaction Database (ORD), a public repository of structured organic reaction records. The task is: describe an organic reaction: reactants, conditions, products, and yield Yields the product CC(C)(C)OC(=O)NCCC(=O)c1ccccc1. As a reaction SMILES: [C:1]([CH3:2])([CH3:3])([CH3:4])[O:5][C:6](=[O:7])[NH:8][CH2:9][CH2:10][C:11](=[O:12])[OH:13].[CH2:21]1[O:22][CH2:23][CH2:24][CH2:25]1.[Li:14][c:15]1[cH:16][cH:17][cH:18][cH:19][cH:20]1>>[C:1]([CH3:2])([CH3:3])([CH3:4])[O:5][C:6](=[O:7])[NH:8][CH2:9][CH2:10][C:11](=[O:13])[c:15]1[cH:16][cH:17][cH:18][cH:19][cH:20]1. Reactants: CC(C)(C)OC(=O)NCCC(=O)O, C1CCOC1, [Li]c1ccccc1.